This data is from the Open Reaction Database (ORD), a public repository of structured organic reaction records. The task is: describe an organic reaction: reactants, conditions, products, and yield Reactants: CC(C)(C)OC(=O)NCCc1ccc(O)cc1Cl, CS(C)=O, N#Cc1ccc(Cl)nc1, [H-], [Na+], O. The product is CC(C)(C)OC(=O)NCCc1ccc(Oc2ccc(C#N)cn2)cc1Cl. As a reaction SMILES: [C:1]([CH3:2])([CH3:3])([CH3:4])[O:5][C:6]([NH:7][CH2:8][CH2:9][c:10]1[c:11]([Cl:17])[cH:12][c:13]([OH:16])[cH:14][cH:15]1)=[O:18].[CH3:31][S:32]([CH3:33])=[O:34].[Cl:19][c:20]1[n:21][cH:22][c:23]([C:24]#[N:25])[cH:26][cH:27]1.[H-:28].[Na+:29].[OH2:30]>>[C:1]([CH3:2])([CH3:3])([CH3:4])[O:5][C:6]([NH:7][CH2:8][CH2:9][c:10]1[c:11]([Cl:17])[cH:12][c:13]([O:16][c:20]2[n:21][cH:22][c:23]([C:24]#[N:25])[cH:26][cH:27]2)[cH:14][cH:15]1)=[O:18].